This data is from the Open Reaction Database (ORD), a public repository of structured organic reaction records. The task is: describe an organic reaction: reactants, conditions, products, and yield Reactants: COC1=CC=C(C=N1)NC(OCC(Cl)(Cl)Cl)=O (2,2,2-trichloroethyl (6-methoxypyridin-3-yl)carbamate), C1(=CC=CC=C1)C1=NSC(=N1)N1CCNCC1 (1-(3-phenyl-1,2,4-thiadiazol-5-yl)piperazine), C(C)(C)N(CC)C(C)C (diisopropylethylamine), CS(=O)C (dimethylsulfoxide). The solvent is O (water). Yields the product COC1=CC=C(C=N1)NC(=O)N1CCN(CC1)C1=NC(=NS1)C1=CC=CC=C1 (N-(6-Methoxypyridin-3-yl)-4-(3-phenyl-1,2,4-thiadiazol-5-yl)piperazine-1-carboxamide). Reaction SMILES: [CH3:1][O:2][C:3]1[N:8]=[CH:7][C:6]([NH:9][C:10](=[O:17])OCC(Cl)(Cl)Cl)=[CH:5][CH:4]=1.[C:18]1([C:24]2[N:28]=[C:27]([N:29]3[CH2:34][CH2:33][NH:32][CH2:31][CH2:30]3)[S:26][N:25]=2)[CH:23]=[CH:22][CH:21]=[CH:20][CH:19]=1.C(N(C(C)C)CC)(C)C.CS(C)=O>O>[CH3:1][O:2][C:3]1[N:8]=[CH:7][C:6]([NH:9][C:10]([N:32]2[CH2:33][CH2:34][N:29]([C:27]3[S:26][N:25]=[C:24]([C:18]4[CH:23]=[CH:22][CH:21]=[CH:20][CH:19]=4)[N:28]=3)[CH2:30][CH2:31]2)=[O:17])=[CH:5][CH:4]=1. Reported procedure: A solution of 2,2,2-trichloroethyl (6-methoxypyridin-3-yl)carbamate (300 mg, 1.00 mmol), 1-(3-phenyl-1,2,4-thiadiazol-5-yl)piperazine (246 mg, 1.00 mmol), diisopropylethylamine (0.174 ml, 1.00 mmol) and dimethylsulfoxide (5 ml) was stirred at 70° C. for 5 hours, the reaction mixture was poured into water and the mixture was extracted with ethyl acetate. The extract was washed with water and dried over anhydrous magnesium sulfate. The solvent was distilled off under reduced pressure. The residue ...